This data is from the Open Reaction Database (ORD), a public repository of structured organic reaction records. The task is: describe an organic reaction: reactants, conditions, products, and yield Starting materials: OCCC=1N2C(SC1)=CN=C2 (3-(2-hydroxyethyl)imidazo[5,1-b]thiazole), C(C=C)OC(=O)NS(=O)(=O)N (N-allyloxycarbonyl-N-aminosulfonylamine), C1(=CC=CC=C1)P(C1=CC=CC=C1)C1=CC=CC=C1 (triphenylphosphine), N(=NC(=O)OCC)C(=O)OCC (diethyl azodicarboxylate). Run in ClCCl (dichloromethane), O1CCCC1 (tetrahydrofuran). Run at temperature 0 celsius, time 30 minute. Product: C(C=C)OC(=O)N(S(=O)(=O)N)CCC=1N2C(SC1)=CN=C2 (3-[2-(N-allyloxycarbonyl-N-aminosulfonylamino)ethyl]imidazo[5,1-b]thiazole). Isolated yield 50.7%. Reaction SMILES: N(C(OCC)=O)=NC(OCC)=O.O[CH2:14][CH2:15][C:16]1[N:17]2[CH:23]=[N:22][CH:21]=[C:18]2[S:19][CH:20]=1.[CH2:24]([O:27][C:28]([NH:30][S:31]([NH2:34])(=[O:33])=[O:32])=[O:29])[CH:25]=[CH2:26].C1(P(C2C=CC=CC=2)C2C=CC=CC=2)C=CC=CC=1>ClCCl.O1CCCC1>[CH2:24]([O:27][C:28]([N:30]([CH2:14][CH2:15][C:16]1[N:17]2[CH:23]=[N:22][CH:21]=[C:18]2[S:19][CH:20]=1)[S:31]([NH2:34])(=[O:33])=[O:32])=[O:29])[CH:25]=[CH2:26]. Reported procedure: Under an argon atmosphere at -38° C., 0.77 ml of diethyl azodicarboxylate was added dropwise to 10 ml of an anhydrous tetrahydrofuran solution containing 550 mg of 3-(2-hydroxyethyl)imidazo[5,1-b]thiazole, 884 mg of N-allyloxycarbonyl-N-aminosulfonylamine and 1286 mg of triphenylphosphine, and the mixture was then stirred at -38° C. to -32° C. for 30 minutes and further stirred for 10 minutes while the solution was heated up to 0° C. The solvent was evaporated under reduced pressure to obtain an... Starting materials: [N+](=[N-])=C(C(=O)OCC1=CC=C(C=C1)[N+](=O)[O-])C(C[C@H]1NC([C@@H]1C(C)(C)OC)=O)=O (4-nitrobenzyl 2-diazo-4-[(2R, 3S)-3-(1-methoxy-1-methylethyl)-4-oxo-azetidin-2-yl]-3-oxobutanoate). Reagents/catalysts: C(C)(=O)[O-].[Rh+2].C(C)(=O)[O-] (rhodium (II) acetate). Solvent: C1=CC=CC=C1 (benzene). Product: O=C1[C@@H](N2C([C@@H]([C@H]2C1)C(C)(C)OC)=O)C(=O)OCC1=CC=C(C=C1)[N+](=O)[O-] (4-nitrobenzyl (2R, 5R, 6S)-3,7-dioxo-6-(1-methoxy-1-methylethyl)-1-azabicyclo[3.2.0]-heptane-2-carboxylate). Isolated yield 95.1%. Reaction SMILES: [N+](=[C:3]([C:17](=[O:29])[CH2:18][C@@H:19]1[C@@H:22]([C:23]([O:26][CH3:27])([CH3:25])[CH3:24])[C:21](=[O:28])[NH:20]1)[C:4]([O:6][CH2:7][C:8]1[CH:13]=[CH:12][C:11]([N+:14]([O-:16])=[O:15])=[CH:10][CH:9]=1)=[O:5])=[N-]>C1C=CC=CC=1.C([O-])(=O)C.[Rh+2].C([O-])(=O)C>[O:29]=[C:17]1[CH2:18][C@H:19]2[N:20]([C:21](=[O:28])[C@@H:22]2[C:23]([O:26][CH3:27])([CH3:24])[CH3:25])[C@H:3]1[C:4]([O:6][CH2:7][C:8]1[CH:9]=[CH:10][C:11]([N+:14]([O-:16])=[O:15])=[CH:12][CH:13]=1)=[O:5] |f:2.3.4|. Procedure details: A mixture of 4-nitrobenzyl 2-diazo-4-[(2R, 3S)-3-(1-methoxy-1-methylethyl)-4-oxo-azetidin-2-yl]-3-oxobutanoate (56.5 mg) and a catalytic amount of rhodium (II) acetate (ca. 1 mg) in dry benzene (5.6 ml) was refluxed for 30 minutes. After cooling to ambient temperature, the mixture was filtered and evaporated in vacuo to give 4-nitrobenzyl (2R, 5R, 6S)-3,7-dioxo-6-(1-methoxy-1-methylethyl)-1-azabicyclo[3.2.0]-heptane-2-carboxylate (50.0 mg) as an amorphous solid. As a reaction SMILES: [CH3:1][S:2]([C:5]1[CH:6]=[CH:7][C:8]([O:14][CH2:15][C:16]([F:19])([F:18])[F:17])=[C:9]([CH:13]=1)[C:10]([OH:12])=O)(=[O:4])=[O:3].CN(C(ON1N=NC2C=CC=CC1=2)=[N+](C)C)C.[B-](F)(F)(F)F.C(N(C(C)C)C(C)C)C.[F:51][C:52]([F:66])([F:65])[C:53]1[CH:58]=[CH:57][C:56]([C:59]2[CH2:60][CH2:61][NH:62][CH2:63][CH:64]=2)=[CH:55][CH:54]=1>CN(C)C=O>[CH3:1][S:2]([C:5]1[CH:6]=[CH:7][C:8]([O:14][CH2:15][C:16]([F:19])([F:18])[F:17])=[C:9]([C:10]([N:62]2[CH2:61][CH:60]=[C:59]([C:56]3[CH:57]=[CH:58][C:53]([C:52]([F:51])([F:65])[F:66])=[CH:54][CH:55]=3)[CH2:64][CH2:63]2)=[O:12])[CH:13]=1)(=[O:3])=[O:4] |f:1.2|. The solvent is CN(C=O)C (dimethylformamide). Run at time 45 minute. Procedure details: To a solution of 0.17 mmol 5-methanesulfonyl-2-(2,2,2-trifluoro-ethoxy)-benzoic acid in 0.75 ml dimethylformamide, 0.19 mmol TBTU, 0.855 mmol N-ethyldiisopropylamine and 0.205 mmol 4-(4-trifluoromethyl-phenyl)-1,2,3,6-tetrahydro-pyridine were successively added. The reaction was then stirred at RT for 45 min., concentrated in vacuo and purified by column chromatography (SiO2, 10 g, heptane, ethylacetate 0 to 100%), to give the title compound. MS (m/e): 508.6 (MH+, 100%) Starting materials: CS(=O)(=O)C=1C=CC(=C(C(=O)O)C1)OCC(F)(F)F (5-methanesulfonyl-2-(2,2,2-trifluoro-ethoxy)-benzoic acid), CN(C)C(=[N+](C)C)ON1C2=C(C=CC=C2)N=N1.[B-](F)(F)(F)F (TBTU), C(C)N(C(C)C)C(C)C (N-ethyldiisopropylamine), FC(C1=CC=C(C=C1)C=1CCNCC1)(F)F (4-(4-trifluoromethyl-phenyl)-1,2,3,6-tetrahydro-pyridine). Product: CS(=O)(=O)C=1C=CC(=C(C1)C(=O)N1CCC(=CC1)C1=CC=C(C=C1)C(F)(F)F)OCC(F)(F)F ([5-Methanesulfonyl-2-(2,2,2-trifluoro-ethoxy)-phenyl]-[4-(4-trifluoromethyl-phenyl)3,6-dihydro-2H-pyridin-1-yl]-methanone).